Dataset: the Open Reaction Database (ORD), a public repository of structured organic reaction records. Task: describe an organic reaction: reactants, conditions, products, and yield Reactants: [N+](=O)([O-])C=1C=CC=C2C(=CNC12)CC#N ((7-nitro-1H-indol-3-yl)-acetonitrile), O (water). The solvent is O1CCCC1 (tetrahydrofuran), C1CCOC1 (THF). Conditions: time 20 hour. The product is [N+](=O)([O-])C=1C=CC=C2C(=CNC12)CCN (2-(7-Nitro-1H-indol-3-yl)ethylamine). As a reaction SMILES: [N+:1]([C:4]1[CH:5]=[CH:6][CH:7]=[C:8]2[C:12]=1[NH:11][CH:10]=[C:9]2[CH2:13][C:14]#[N:15])([O-:3])=[O:2].O>O1CCCC1>[N+:1]([C:4]1[CH:5]=[CH:6][CH:7]=[C:8]2[C:12]=1[NH:11][CH:10]=[C:9]2[CH2:13][CH2:14][NH2:15])([O-:3])=[O:2]. Procedure: Dissolve in a 500 mL round bottom flask equipped with magnetic stirring, and a nitrogen inlet, (7-nitro-1H-indol-3-yl)-acetonitrile (5.27 g, 26 mmol) in dry tetrahydrofuran (150 mL). Treat the solution with 1M BH3:THF (55 mL, 55 mmol) and stir at room temperature. After 20 hours, quench the reaction by the cautious dropwise addition of water (9 mL) and stir until foaming and gas evolution has stopped. Concentrate the mixture to dryness in vacuo, redissolve in 1 N HCl (300 ml) and extracte with e... The reactants are F[B-](F)(F)F, CCO, CCN(C(C)C)C(C)C, CSCC(N)c1nc2cc(Cl)ccc2[nH]1, Cl, ClCCl, Cc1cc(C(=O)O)ccc1C(=O)N1CC=CC1, C1CCOC1, CN(C)C(On1nnc2ccccc21)=[N+](C)C. The product is CSCC(NC(=O)c1ccc(C(=O)N2CC=CC2)c(C)c1)c1nc2cc(Cl)ccc2[nH]1. As a reaction SMILES: [B-:18]([F:19])([F:20])([F:21])[F:22].[CH2:70]([OH:71])[CH3:72].[CH:40]([N:41]([CH:42]([CH3:43])[CH3:44])[CH2:45][CH3:46])([CH3:47])[CH3:48].[Cl:49][c:50]1[cH:51][c:52]2[c:53]([nH:54][c:55]([CH:57]([CH2:58][S:59][CH3:60])[NH2:61])[n:56]2)[cH:62][cH:63]1.[Cl:64].[Cl:73][CH2:74][Cl:75].[N:1]1([C:6](=[O:7])[c:8]2[c:9]([CH3:17])[cH:10][c:11]([C:12](=[O:13])[OH:14])[cH:15][cH:16]2)[CH2:2][CH:3]=[CH:4][CH2:5]1.[O:65]1[CH2:66][CH2:67][CH2:68][CH2:69]1.[n:23]1([O:24][C:25]([N:26]([CH3:27])[CH3:28])=[N+:29]([CH3:30])[CH3:31])[c:32]2[cH:33][cH:34][cH:35][cH:36][c:37]2[n:38][n:39]1>>[N:1]1([C:6](=[O:7])[c:8]2[c:9]([CH3:17])[cH:10][c:11]([C:12](=[O:14])[NH:61][CH:57]([c:55]3[nH:54][c:53]4[c:52]([cH:51][c:50]([Cl:49])[cH:63][cH:62]4)[n:56]3)[CH2:58][S:59][CH3:60])[cH:15][cH:16]2)[CH2:2][CH:3]=[CH:4][CH2:5]1. Reactants: CN1CCOCC1 (NMM), N1C(=CC2=CC=CC=C12)CCOC1=CC=C(C(=O)O)C=C1 (4-[2-(Indol-2-yl)ethyloxy]benzoic acid), C=1C=CC2=C(C1)N=NN2O (HOBT), Cl.NC[C@@H](C(=O)OC)NS(=O)(=O)C1=CC=CC=C1 (Methyl 3-Amino-2(S)-phenylsulfonylaminopropionate hydrochloride), C(CCl)Cl (EDC). Solvent: CCOC(=O)C (EtOAc), CN(C)C=O (DMF). Yields the product COC([C@H](CNC(C1=CC=C(C=C1)OCCC=1NC2=CC=CC=C2C1)=O)NS(=O)(=O)C1=CC=CC=C1)=O (4-[2-(Indol-2-yl)ethyloxy]benzoyl-2(S)-phenylsulfonylamino-β-alanine methyl ester). RXN SMILES: [NH:1]1[C:9]2[C:4](=[CH:5][CH:6]=[CH:7][CH:8]=2)[CH:3]=[C:2]1[CH2:10][CH2:11][O:12][C:13]1[CH:21]=[CH:20][C:16]([C:17]([OH:19])=O)=[CH:15][CH:14]=1.Cl.[NH2:23][CH2:24][C@H:25]([NH:30][S:31]([C:34]1[CH:39]=[CH:38][CH:37]=[CH:36][CH:35]=1)(=[O:33])=[O:32])[C:26]([O:28][CH3:29])=[O:27].C(Cl)CCl.C1C=CC2N(O)N=NC=2C=1.CN1CCOCC1>CN(C=O)C.CCOC(C)=O>[CH3:29][O:28][C:26](=[O:27])[C@@H:25]([NH:30][S:31]([C:34]1[CH:39]=[CH:38][CH:37]=[CH:36][CH:35]=1)(=[O:33])=[O:32])[CH2:24][NH:23][C:17](=[O:19])[C:16]1[CH:15]=[CH:14][C:13]([O:12][CH2:11][CH2:10][C:2]2[NH:1][C:9]3[C:4]([CH:3]=2)=[CH:5][CH:6]=[CH:7][CH:8]=3)=[CH:21][CH:20]=1 |f:1.2|. Procedure details: Acid 4-4 (100 mg, 0.36 mmol), amine 2-2 (105 mg, 0.36 mmol), EDC (88 mg., 0.46 mmol), HOBT (62 mg, 0.46 mmol) and NMM (137 μL, 1.2 mmol) were combined in 2 mL DMF. After 16 h the mixture was diluted with EtOAc, washed with water, sat. NaHCO3, 5% KHSO4, and brine, dried (MgSO4) and concentrated. Flash chromatography (silica, 65% EtOAc/hexane) provided 4-5 as an oil. Rf 0.32 (silica, 65% EtOAc/hexane). The reactants are CCCCCCCCCCCCCCCCCCOCC(CS(=O)(=O)CCC[N+](C)(C)C)OCc1ccccc1, CC(=O)O, CS(=O)(=O)O, O. Product: CS(=O)(=O)O, CCCCCCCCCCCCCCCCCCOCC(O)CS(=O)(=O)CCC[N+](C)(C)C. RXN SMILES: [CH2:10]([c:11]1[cH:12][cH:13][cH:14][cH:15][cH:16]1)[O:17][CH:18]([CH2:19][S:20](=[O:21])(=[O:22])[CH2:23][CH2:24][CH2:25][N+:26]([CH3:27])([CH3:28])[CH3:29])[CH2:30][O:31][CH2:32][CH2:33][CH2:34][CH2:35][CH2:36][CH2:37][CH2:38][CH2:39][CH2:40][CH2:41][CH2:42][CH2:43][CH2:44][CH2:45][CH2:46][CH2:47][CH2:48][CH3:49].[CH3:1][C:2](=[O:3])[OH:4].[CH3:5][S:6](=[O:7])(=[O:8])[OH:9].[OH2:50]>>[CH3:5][S:6](=[O:7])(=[O:8])[OH:9].[OH:17][CH:18]([CH2:19][S:20](=[O:21])(=[O:22])[CH2:23][CH2:24][CH2:25][N+:26]([CH3:27])([CH3:28])[CH3:29])[CH2:30][O:31][CH2:32][CH2:33][CH2:34][CH2:35][CH2:36][CH2:37][CH2:38][CH2:39][CH2:40][CH2:41][CH2:42][CH2:43][CH2:44][CH2:45][CH2:46][CH2:47][CH2:48][CH3:49]. The reactants are CC1(C)OCC(C2CC(=O)N2[Si](C)(C)C(C)(C)C)O1, [Li]CCCC, CCCCCC, CC=O, CC(C)NC(C)C, C1CCOC1. Product: CC(O)C1C(=O)N([Si](C)(C)C(C)(C)C)C1C1COC(C)(C)O1. As a reaction SMILES: [C:13]([CH3:14])([CH3:15])([CH3:16])[Si:17]([N:18]1[C:19](=[O:29])[CH2:20][CH:21]1[CH:22]1[O:23][C:24]([CH3:27])([CH3:28])[O:25][CH2:26]1)([CH3:30])[CH3:31].[CH2:1]([Li:2])[CH2:3][CH2:4][CH3:5].[CH3:35][CH2:36][CH2:37][CH2:38][CH2:39][CH3:40].[CH:32]([CH3:33])=[O:34].[CH:6]([NH:7][CH:8]([CH3:9])[CH3:10])([CH3:11])[CH3:12].[O:41]1[CH2:42][CH2:43][CH2:44][CH2:45]1>>[C:13]([CH3:14])([CH3:15])([CH3:16])[Si:17]([N:18]1[C:19](=[O:29])[CH:20]([CH:32]([CH3:33])[OH:34])[CH:21]1[CH:22]1[O:23][C:24]([CH3:27])([CH3:28])[O:25][CH2:26]1)([CH3:30])[CH3:31]. Starting materials: (+)-1,2-bis((2S,5S)-2,5-diethylphospholano)benzene(cyclooctadiene)rhodium(I)trifluoromethanesulfonate, BrC=1C=CC(=C(C1)\C=C(\C(=O)OCC1=CC=CC=C1)/NC(=O)OC(C)(C)C)F (benzyl (2Z)-3-(5-bromo-2-fluorophenyl)-2-[(tert-butoxycarbonyl)amino]acrylate), [H][H] (hydrogen). Solvent: C(C)O (ethanol). Reaction conditions: time 30 minute. Yields the product BrC=1C=C(C[C@H](NC(=O)OC(C)(C)C)C(=O)OCC2=CC=CC=C2)C(=CC1)F (Benzyl 3-bromo-N-(tert-butoxycarbonyl)-6-fluoro-L-phenylalaninate). RXN SMILES: [Br:1][C:2]1[CH:3]=[CH:4][C:5]([F:28])=[C:6](/[CH:8]=[C:9](\[NH:20][C:21]([O:23][C:24]([CH3:27])([CH3:26])[CH3:25])=[O:22])/[C:10]([O:12][CH2:13][C:14]2[CH:19]=[CH:18][CH:17]=[CH:16][CH:15]=2)=[O:11])[CH:7]=1.[H][H]>C(O)C>[Br:1][C:2]1[CH:7]=[C:6]([C:5]([F:28])=[CH:4][CH:3]=1)[CH2:8][C@@H:9]([C:10]([O:12][CH2:13][C:14]1[CH:15]=[CH:16][CH:17]=[CH:18][CH:19]=1)=[O:11])[NH:20][C:21]([O:23][C:24]([CH3:26])([CH3:25])[CH3:27])=[O:22]. Procedure: 6.0 g (13.3 mmol) of benzyl (2Z)-3-(5-bromo-2-fluorophenyl)-2-[(tert-butoxycarbonyl)amino]acrylate are dissolved in 100 ml of ethanol. Under an argon atmosphere, 40 mg (0.055 mmol) of (+)-1,2-bis((2S,5S)-2,5-diethylphospholano)benzene(cyclooctadiene)rhodium(I)trifluoromethanesulfonate are added, and argon is passed through the solution for 30 min. The mixture is then hydrogenated under a pressure of 3 bar of hydrogen for 4 days. The mixture is filtered through silica gel, which is carefully wash...